This data is from the Open Reaction Database (ORD), a public repository of structured organic reaction records. The task is: describe an organic reaction: reactants, conditions, products, and yield The reactants are Cl (hydrogen chloride), C(C)(=O)OCC (ethyl acetate), CN(CCN1C(=NC2=C1C=CC(=C2)S(=O)(=O)[C@@H]2CN(CC2)C)CC(C)(C)C)C ((S)—N,N-dimethyl-2-(5-(1-methylpyrrolidin-3-ylsulfonyl)-2-neopentyl-1H-benzo[d]imidazol-1-yl)ethanamine). Run in C(C)O (ethanol). Yields the product Cl.Cl.CN(CCN1C(=NC2=C1C=CC(=C2)S(=O)(=O)[C@@H]2CN(CC2)C)CC(C)(C)C)C ((S)—N,N-dimethyl-2-(5-(1-methylpyrrolidin-3-ylsulfonyl)-2-neopentyl-1H-benzo[d]imidazol-1-yl)ethanamine dihydrochloride). The yield is 50.0%. As a reaction SMILES: [CH3:1][N:2]([CH3:28])[CH2:3][CH2:4][N:5]1[C:9]2[CH:10]=[CH:11][C:12]([S:14]([C@H:17]3[CH2:21][CH2:20][N:19]([CH3:22])[CH2:18]3)(=[O:16])=[O:15])=[CH:13][C:8]=2[N:7]=[C:6]1[CH2:23][C:24]([CH3:27])([CH3:26])[CH3:25].[ClH:29].C(OCC)(=O)C>C(O)C>[ClH:29].[ClH:29].[CH3:1][N:2]([CH3:28])[CH2:3][CH2:4][N:5]1[C:9]2[CH:10]=[CH:11][C:12]([S:14]([C@H:17]3[CH2:21][CH2:20][N:19]([CH3:22])[CH2:18]3)(=[O:15])=[O:16])=[CH:13][C:8]=2[N:7]=[C:6]1[CH2:23][C:24]([CH3:26])([CH3:25])[CH3:27] |f:4.5.6|. Reported procedure: (S)—N,N-dimethyl-2-(5-(1-methylpyrrolidin-3-ylsulfonyl)-2-neopentyl-1H-benzo[d]imidazol-1-yl)ethanamine (STEP G, 704 mg, 1.73 mmol) was dissolved in ethanol (2 mL). The resulting solution was added 4 mol/L hydrogen chloride in ethyl acetate solution (857 microL, 3.43 mmol) at room temperature. The whole was concentrated in vacuo. The resulting solid was recrystallized from ethanol (4 mL) to give the title compound (413 mg, 50%). Starting materials: C1(CC1)NC=1C2=C(N=C(N1)NC1=CC=C3C(=NN(C3=C1)COCC[Si](C)(C)C)C(=O)N(C)C)C=CO2 (6-(4-(cyclopropylamino)furo[3,2-d]pyrimidin-2-ylamino)-N,N-dimethyl-1-((2-(trimethylsilyl)ethoxy)methyl)-1H-indazole-3-carboxamide), Cl (HCl), O1CCOCC1 (1,4-dioxane), [NH4+].[OH-] (NH4OH). Solvent: ClCCCl (DCE). Reaction conditions: temperature 70 celsius. Product: C1(CC1)NC=1C2=C(N=C(N1)NC1=CC=C3C(=NNC3=C1)C(=O)N(C)C)C=CO2 (6-(4-(cyclopropylamino)furo[3,2-d]pyrimidin-2-ylamino)-N,N-dimethyl-1H-indazole-3-carboxamide). The yield is 40.4%. RXN SMILES: [CH:1]1([NH:4][C:5]2[C:6]3[O:36][CH:35]=[CH:34][C:7]=3[N:8]=[C:9]([NH:11][C:12]3[CH:20]=[C:19]4[C:15]([C:16]([C:29]([N:31]([CH3:33])[CH3:32])=[O:30])=[N:17][N:18]4COCC[Si](C)(C)C)=[CH:14][CH:13]=3)[N:10]=2)[CH2:3][CH2:2]1.Cl.O1CCOCC1.[NH4+].[OH-]>ClCCCl>[CH:1]1([NH:4][C:5]2[C:6]3[O:36][CH:35]=[CH:34][C:7]=3[N:8]=[C:9]([NH:11][C:12]3[CH:20]=[C:19]4[C:15]([C:16]([C:29]([N:31]([CH3:33])[CH3:32])=[O:30])=[N:17][NH:18]4)=[CH:14][CH:13]=3)[N:10]=2)[CH2:3][CH2:2]1 |f:3.4|. Procedure: In a vial, 6-(4-(cyclopropylamino)furo[3,2-d]pyrimidin-2-ylamino)-N,N-dimethyl-1-((2-(trimethylsilyl)ethoxy)methyl)-1H-indazole-3-carboxamide (0.94 g, 0.19 mmol, prepared using E.2 from Preparation #AI.1 with dimethylamine) and an aqueous solution of HCl (6 N, 0.401 mL, 2.41 mmol) in DCE (4 mL) were added. The mixture was heated at about 70° C. for about 15 h. The mixture was concentrated under reduced pressure and 1,4-dioxane (4 mL) and NH4OH (0.956 mL, 7.36 mmol) were added. The mixture was he... Reactants: F[B-](F)(F)F, CCOC(=O)C(C#N)=NOC(N(C)C)=[N+](C)C, CN1CCOCC1, CC1CCC(N)CC1, O=C(O)C1CC1CN1CCN(c2csc3cc(C(F)(F)F)ccc23)CC1, CN(C)C=O. The product is CC1CCC(NC(=O)C2CC2CN2CCN(c3csc4cc(C(F)(F)F)ccc34)CC2)CC1. Reaction SMILES: [B-:27]([F:28])([F:29])([F:30])[F:31].[CH2:32]([O:33][C:34]([C:35](=[N:36][O:37][C:38]([N:39]([CH3:40])[CH3:41])=[N+:42]([CH3:43])[CH3:44])[C:45]#[N:46])=[O:47])[CH3:48].[CH3:49][N:50]1[CH2:51][CH2:52][O:53][CH2:54][CH2:55]1.[CH3:56][CH:57]1[CH2:58][CH2:59][CH:60]([NH2:63])[CH2:61][CH2:62]1.[F:1][C:2]([c:3]1[cH:4][cH:5][c:6]2[c:7]([s:8][cH:9][c:10]2[N:11]2[CH2:12][CH2:13][N:14]([CH2:17][CH:18]3[CH:19]([C:21](=[O:22])[OH:23])[CH2:20]3)[CH2:15][CH2:16]2)[cH:24]1)([F:25])[F:26].[O:64]=[CH:65][N:66]([CH3:67])[CH3:68]>>[F:1][C:2]([c:3]1[cH:4][cH:5][c:6]2[c:7]([s:8][cH:9][c:10]2[N:11]2[CH2:12][CH2:13][N:14]([CH2:17][CH:18]3[CH:19]([C:21](=[O:23])[NH:63][CH:60]4[CH2:59][CH2:58][CH:57]([CH3:56])[CH2:62][CH2:61]4)[CH2:20]3)[CH2:15][CH2:16]2)[cH:24]1)([F:25])[F:26]. Reactants: COc1ccc(CC(=O)O)cc1, N#Cc1ccsc1N. Yields the product COc1ccc(CC(=O)Nc2sccc2C#N)cc1. Reaction SMILES: [CH3:1][O:2][c:3]1[cH:4][cH:5][c:6]([CH2:9][C:10](=[O:11])[OH:12])[cH:7][cH:8]1.[NH2:13][c:14]1[s:15][cH:16][cH:17][c:18]1[C:19]#[N:20]>>[CH3:1][O:2][c:3]1[cH:4][cH:5][c:6]([CH2:9][C:10](=[O:12])[NH:13][c:14]2[s:15][cH:16][cH:17][c:18]2[C:19]#[N:20])[cH:7][cH:8]1. Reactants: ClN1C(CCC1=O)=O (N-Chlorosuccinimide), CSC (dimethyl sulfide), C(C)(=O)OC=1C(=CC2=C(CC(O2)(C)CC\C=C(\CO)/C)C1C(C)(C)C)C(C)(C)C (5-acetoxy-4,6-di-tert-butyl-2-(5-hydroxy-4-methyl-3(E)-pentenyl)-2-methyl-2,3-dihydrobenzofuran). Solvent: ClCCl (dichloromethane), ClCCl (dichloromethane), ClCCl (dichloromethane). Reaction conditions: time 15 minute. Product: C(C)(=O)OC=1C(=CC2=C(CC(O2)(C)CC\C=C(\CCl)/C)C1C(C)(C)C)C(C)(C)C (5-acetoxy-2-(5-chloro-4-methyl-3(E)-pentenyl)-4,6-di-tert-butyl-2-methyl-2,3-dihydrobenzofuran). Yield: 71.7%. As a reaction SMILES: [Cl:1]N1C(=O)CCC1=O.CSC.[C:12]([O:15][C:16]1[C:17]([C:37]([CH3:40])([CH3:39])[CH3:38])=[CH:18][C:19]2[O:23][C:22]([CH2:25][CH2:26]/[CH:27]=[C:28](\[CH3:31])/[CH2:29]O)([CH3:24])[CH2:21][C:20]=2[C:32]=1[C:33]([CH3:36])([CH3:35])[CH3:34])(=[O:14])[CH3:13]>ClCCl>[C:12]([O:15][C:16]1[C:17]([C:37]([CH3:40])([CH3:39])[CH3:38])=[CH:18][C:19]2[O:23][C:22]([CH2:25][CH2:26]/[CH:27]=[C:28](\[CH3:31])/[CH2:29][Cl:1])([CH3:24])[CH2:21][C:20]=2[C:32]=1[C:33]([CH3:36])([CH3:35])[CH3:34])(=[O:14])[CH3:13]. Reported procedure: N-Chlorosuccinimide (150 mg) was suspended in dichloromethane (4 ml). After adding dimethyl sulfide (0.1 ml) dropwise at -5° C., the suspension was stirred for 15 min. Subsequently, a solution of 5-acetoxy-4,6-di-tert-butyl-2-(5-hydroxy-4-methyl-3(E)-pentenyl)-2-methyl-2,3-dihydrobenzofuran (0.4 g) in dichloromethane (1 ml) was added dropwise and the resulting mixture was stirred at -5° C. for 90 min. After the end of the reaction, dichloromethane was distilled off under reduced pressure and the...